Dataset: the Open Reaction Database (ORD), a public repository of structured organic reaction records. Task: describe an organic reaction: reactants, conditions, products, and yield The product is ON=C(C)[C@H]1CC[C@H]2C3=CC=C4C[C@H](CC[C@]4(C)[C@H]3CC[C@]12C)O (20-hydroxyimino-5,7-pregnadien-3β-ol). The solvent is N1=CC=CC=C1 (pyridine). Starting materials: O[C@@H]1CC2=CC=C3[C@@H]4CC[C@H](C(C)=O)[C@]4(CC[C@@H]3[C@]2(CC1)C)C (3β-hydroxy-5,7-pregnadien-20-one), O[C@@H]1CC2=CC=C3[C@@H]4CC[C@H](C(C)=O)[C@]4(CC[C@@H]3[C@]2(CC1)C)C (3β-hydroxy-5,7-pregnadien-20-one), Cl.NO (hydroxylamine hydrochloride). Conditions: time 5 hour. Reported procedure: The crude 3β-hydroxy-5,7-pregnadien-20-one (1.3 g) prepared in (a) was dissolved in 30 ml of pyridine, and after addition of hydroxylamine hydrochloride (863.2 mg), the solution was stirred for 5 hours at room temperature. After distilling off the pyridine under vacuum, methanol was added to the residue and the precipitating crystal was collected by filtration to obtain 1.04 g of the desired oxime compound. Isolated yield 76.4%. As a reaction SMILES: [OH:1][C@H:2]1[CH2:21][CH2:20][C@@:19]2([CH3:22])[C:4](=[CH:5][CH:6]=[C:7]3[C@@H:18]2[CH2:17][CH2:16][C@@:15]2([CH3:23])[C@H:8]3[CH2:9][CH2:10][C@@H:11]2[C:12](=O)[CH3:13])[CH2:3]1.Cl.[NH2:25][OH:26]>N1C=CC=CC=1>[OH:26][N:25]=[C:12]([C@@H:11]1[C@:15]2([CH3:23])[C@H:8]([C:7]3[C@H:18]([CH2:17][CH2:16]2)[C@:19]2([CH3:22])[C:4]([CH2:3][C@@H:2]([OH:1])[CH2:21][CH2:20]2)=[CH:5][CH:6]=3)[CH2:9][CH2:10]1)[CH3:13] |f:1.2|. Reactants: C(C)(C)(C)OC(=O)N1CCC(CC1)C1=C(C=C(C=N1)NC(=O)C=1C=NN(C1C)C1=NC=C(C=C1)C(F)(F)F)C (N-[6-(1-tert-butyloxycarbonylpiperidin-4-yl)-5-methylpyridin-3-yl]-5-methyl-1-[5-(trifluoromethyl)pyridin-2-yl]-1H-pyrazole-4-carboxamide), FC(C(=O)O)(F)F (trifluoroacetic acid), aqueous solution, [OH-].[Na+] (sodium hydroxide). Run in ClCCl (dichloromethane). Conditions: time 2 hour. Product: CC1=C(C=NN1C1=NC=C(C=C1)C(F)(F)F)C(=O)NC=1C=NC(=C(C1)C)C1CCNCC1 (5-Methyl-N-[5-methyl-6-(piperidin-4-yl)pyridin-3-yl]-1-[5-(trifluoromethyl)pyridin-2-yl]-1H-pyrazole-4-carboxamide). Isolated yield 94.3%. RXN SMILES: C(OC([N:8]1[CH2:13][CH2:12][CH:11]([C:14]2[N:19]=[CH:18][C:17]([NH:20][C:21]([C:23]3[CH:24]=[N:25][N:26]([C:29]4[CH:34]=[CH:33][C:32]([C:35]([F:38])([F:37])[F:36])=[CH:31][N:30]=4)[C:27]=3[CH3:28])=[O:22])=[CH:16][C:15]=2[CH3:39])[CH2:10][CH2:9]1)=O)(C)(C)C.FC(F)(F)C(O)=O.[OH-].[Na+]>ClCCl>[CH3:28][C:27]1[N:26]([C:29]2[CH:34]=[CH:33][C:32]([C:35]([F:37])([F:38])[F:36])=[CH:31][N:30]=2)[N:25]=[CH:24][C:23]=1[C:21]([NH:20][C:17]1[CH:18]=[N:19][C:14]([CH:11]2[CH2:10][CH2:9][NH:8][CH2:13][CH2:12]2)=[C:15]([CH3:39])[CH:16]=1)=[O:22] |f:2.3|. Reported procedure: To N-[6-(1-tert-butyloxycarbonylpiperidin-4-yl)-5-methylpyridin-3-yl]-5-methyl-1-[5-(trifluoromethyl)pyridin-2-yl]-1H-pyrazole-4-carboxamide (7.0 g) were added dichloromethane (128 ml) and trifluoroacetic acid (26 ml), stirred at room temperature for 2 hours, and then to the reaction solution was added 4 N aqueous solution of sodium hydroxide under ice-cooling. The precipitated solid was washed with n-hexane and water, the obtained solid was dissolved in chloroform, water was added thereto, extr... Reactants: OC=1C=C(C=CC1)C(CCCC)(O)C (1-(3-hydroxyphenyl)-1-methyl-1-pentanol), CC(=O)C1=CC(=CC=C1)O (3-hydroxyphenyl methyl ketone), aldehyde. The product is OC=1C=C(C=CC1)C(CCCCC)O (1-(3-hydroxyphenyl)-1-hexanol). RXN SMILES: [OH:1][C:2]1[CH:3]=[C:4]([C:8](C)([OH:13])[CH2:9][CH2:10][CH2:11][CH3:12])[CH:5]=[CH:6][CH:7]=1.[CH3:15]C(C1C=CC=C(O)C=1)=O>>[OH:1][C:2]1[CH:3]=[C:4]([CH:8]([OH:13])[CH2:9][CH2:10][CH2:11][CH2:12][CH3:15])[CH:5]=[CH:6][CH:7]=1. Procedure details: 1-(3-hydroxyphenyl)-1-methyl-1-pentanol (using 3-hydroxyphenyl methyl ketone in lieu of the aldehyde); and Reactants: ClC1=C(C=C(C=C1)[N+](=O)[O-])OC (1-chloro-2-methoxy-4-nitrobenzene), N1CC=CC1 (2,5-dihydro-1H-pyrrole), N#N (N2). Run in C(Cl)Cl (CH2Cl2). Yields the product COC1=C(C=CC(=C1)[N+](=O)[O-])N1CC=CC1 (1-(2-Methoxy-4-nitrophenyl)-2,5-dihydro-1H-pyrrole). Isolated yield 83.8%. As a reaction SMILES: Cl[C:2]1[CH:7]=[CH:6][C:5]([N+:8]([O-:10])=[O:9])=[CH:4][C:3]=1[O:11][CH3:12].[NH:13]1[CH2:17][CH:16]=[CH:15][CH2:14]1.N#N>C(Cl)Cl>[CH3:12][O:11][C:3]1[CH:4]=[C:5]([N+:8]([O-:10])=[O:9])[CH:6]=[CH:7][C:2]=1[N:13]1[CH2:17][CH:16]=[CH:15][CH2:14]1. Reported procedure: A mixture of 1-chloro-2-methoxy-4-nitrobenzene (2.71 g, 14.47 mmol) and 2,5-dihydro-1H-pyrrole (2.0 g, 28.9 mmol) was stirred at 100° C. under a stream of N2 for 10 h. The reaction was cooled to RT to give a brown solid which was dissolved in CH2Cl2 (200 mL), washed with 100 mL of 1 N NaOH solution and brine, dried over MgSO4, and concentrated. The resulting brown oil was purified by flash chromatography (silica gel, Hexanes:EtOAc, 100:0 to 80:20) to afford the title compound (2.67 g, 84% yield)... Reactants: [N+](=O)([O-])C1=CC=C(C=C1)C=1OC2=C(N1)C=C(C=C2)[N+](=O)[O-] (2-(4-nitrophenyl)-5-nitrobenzoxazole), [H][H] (hydrogen), C(C)OC(C)O (ethoxyethanol). The reagents and catalysts are [Pd] (palladium), [Pt] (platinum). Yields the product NC1=CC=C(C=C1)C=1OC2=C(N1)C=C(C=C2)N (2-(4-aminophenyl)-5-aminobenzoxazole). RXN SMILES: [N+:1]([C:4]1[CH:9]=[CH:8][C:7]([C:10]2[O:11][C:12]3[CH:18]=[CH:17][C:16]([N+:19]([O-])=O)=[CH:15][C:13]=3[N:14]=2)=[CH:6][CH:5]=1)([O-])=O.[H][H].C(OC(O)C)C>[Pd].[Pt]>[NH2:1][C:4]1[CH:5]=[CH:6][C:7]([C:10]2[O:11][C:12]3[CH:18]=[CH:17][C:16]([NH2:19])=[CH:15][C:13]=3[N:14]=2)=[CH:8][CH:9]=1. Reported procedure: The process of claim 17 wherein the 2-(4-nitrophenyl)-5-nitrobenzoxazole is reduced by hydrogen and palladium or platinum over carbon in the presence of ethoxyethanol under such conditions to form 2-(4-aminophenyl)-5-aminobenzoxazole. The reactants are ClC(COC1=CC=C2C(=CC(OC2=C1)=O)C)=C (7-(β-chloroallyloxy)-4-methylcoumarin), C(CCC)(=O)OC(CCC)=O (butyric anhydride), C(Cl)(Cl)Cl (chloroform). Run in C(C)(C)C1=CC=C(C=C1)C(C)C (p-diisopropylbenzene). Product: ClC(CC=1C(=CC=C2C(=CC(OC12)=O)C)OC(CCC)=O)=C (8-(β-chloroallyl)-7-butyroxy-4-methylcoumarin). RXN SMILES: ClC(=C)CO[C:5]1[CH:14]=[C:13]2[C:8]([C:9](C)=[CH:10][C:11](=[O:15])[O:12]2)=[CH:7][CH:6]=1.[C:18]([O:23][C:24](=[O:28])[CH2:25][CH2:26][CH3:27])(=O)[CH2:19][CH2:20][CH3:21].C(Cl)(Cl)[Cl:30]>C(C1C=CC(C(C)C)=CC=1)(C)C>[Cl:30][C:6](=[CH2:7])[CH2:5][C:14]1[C:13]([O:12][C:11](=[O:15])[CH2:10][CH2:9][CH3:8])=[CH:21][CH:20]=[C:19]2[C:18]=1[O:23][C:24](=[O:28])[CH:25]=[C:26]2[CH3:27]. Procedure: Rearrangement of CAMC was accomplished in high yield by refluxing the allyl ether from Step 2 (143.5 gm; 0.55 mole) in a mixture of p-diisopropylbenzene (Aldrich, 1000 ml) and butyric anhydride (96 ml, 92.8 gm; 0.59 mol, Aldrich) under argon for 18 hours. The cooled reaction mixture was diluted with chloroform, washed with water and then saturated sodium bicarbonate, dried (MgSO4) then evaporated under reduced pressure. Following recrystallization from ethanol, 79.9 grams of mixed 6 and 8-(β-chl...